From a dataset of the Open Reaction Database (ORD), a public repository of structured organic reaction records. describe an organic reaction: reactants, conditions, products, and yield Reactants: C(CCC)[Li] (n-butyl lithium), C(CCC)[Li] (n-butyl lithium), C(CCCC)=O (valeraldehyde), Cl (hydrochloric acid), CC(C#C)C (3-methyl-1-butyne), C[Si](C)(C)Cl (trimethylsilyl chloride). Run in CCCCCC (hexane), CCCCCC (hexane), CCOCC (ether), CCOCC (ether). Conditions: time 22.5 minute. Yields the product OC(C(C#C[Si](C)(C)C)(C)C)CCCC ((4(RS)-hydroxy-3,3-dimethyl-1-octynyl)trimethylsilane). Reaction SMILES: [CH3:1][CH:2]([CH3:5])[C:3]#[CH:4].C([Li])CCC.[CH3:11][Si:12](Cl)([CH3:14])[CH3:13].[CH:16](=[O:21])[CH2:17][CH2:18][CH2:19][CH3:20].Cl>CCCCCC.CCOCC>[OH:21][CH:16]([CH2:17][CH2:18][CH2:19][CH3:20])[C:2]([CH3:5])([CH3:1])[C:3]#[C:4][Si:12]([CH3:14])([CH3:13])[CH3:11]. Procedure details: To a solution of 6.8 parts of 3-methyl-1-butyne in 50 parts by volume of ether, cooled to -40°, is added dropwise 46.7 parts by volume of 2.14 M n-butyl lithium in hexane. The resulting solution is allowed to warm to room temperature and is stored at that temperature for about 15-30 minutes, then cooled again to -40° and 10.8 parts of trimethylsilyl chloride is added. The temperature is allowed to rise to room temperature and the mixture is stirred for about 1 hour, at the end of which time 46.7... Starting materials: Cl (hydrochloric acid), FC(COCCOCCO)(C(C(F)(F)F)(F)F)F (8,8,9,9,10,10,10-heptafluoro-3,6-dioxadecanol), N1=CC=CC=C1 (pyridine), C1(=CC=C(C=C1)S(=O)(=O)Cl)C (p-toluenesulfonyl chloride). Run in O (water). Reaction conditions: time 3 hour. The product is C1(=CC=C(C=C1)S(=O)(=O)OCCOCCOCC(C(C(F)(F)F)(F)F)(F)F)C (8,8,9,9,10,10,10-heptafluoro-3,6-dioxadecyl p-toluenesulfonate). Yield: 103.2%. RXN SMILES: [F:1][C:2]([F:18])([C:11]([F:17])([F:16])[C:12]([F:15])([F:14])[F:13])[CH2:3][O:4][CH2:5][CH2:6][O:7][CH2:8][CH2:9][OH:10].N1C=CC=CC=1.[C:25]1([CH3:35])[CH:30]=[CH:29][C:28]([S:31](Cl)(=[O:33])=[O:32])=[CH:27][CH:26]=1.Cl>O>[C:25]1([CH3:35])[CH:30]=[CH:29][C:28]([S:31]([O:10][CH2:9][CH2:8][O:7][CH2:6][CH2:5][O:4][CH2:3][C:2]([F:18])([F:1])[C:11]([F:16])([F:17])[C:12]([F:14])([F:15])[F:13])(=[O:33])=[O:32])=[CH:27][CH:26]=1. Procedure: 5.0 g (17.3 mM) of 8,8,9,9,10,10,10-heptafluoro-3,6-dioxadecanol and 4.8 ml of pyridine were stirred under cooling on an ice bath. To the mixture, 4.0 g (20.8 mM) of p-toluenesulfonyl chloride was added, followed by stirring for 3 hours. The reaction mixture was poured into water and acidified by hydrochloric acid, followed by extraction with ethylacetate, washing with water, drying with anhydrous sodium sulfate and distilling-off of the solvent to obtain a residue. The residue was purified by s... Starting materials: BrC1=C(N=C(S1)C)CCl (5-bromo-4-chloromethyl-2-methylthiazole), ClC1=C(C=CC(=C1)Cl)C(CN1C=NC=C1)O (1-(2,4-dichlorophenyl)-2-(1H-imidazol-1-yl)ethanol). The solvent is C(C)O (ethanol). The product is Cl.BrC1=C(N=C(S1)C)COC(CN1C=NC=C1)C1=C(C=C(C=C1)Cl)Cl (5-Bromo-4-[[1-(2,4-dichlorophenyl)-2-(1H-imidazol-1-yl)ethoxy]methyl]-2-methylthiazole, hydrochloride). RXN SMILES: [Br:1][C:2]1[S:6][C:5]([CH3:7])=[N:4][C:3]=1[CH2:8][Cl:9].[Cl:10][C:11]1[CH:16]=[C:15]([Cl:17])[CH:14]=[CH:13][C:12]=1[CH:18]([OH:25])[CH2:19][N:20]1[CH:24]=[CH:23][N:22]=[CH:21]1>C(O)C>[ClH:9].[Br:1][C:2]1[S:6][C:5]([CH3:7])=[N:4][C:3]=1[CH2:8][O:25][CH:18]([C:12]1[CH:13]=[CH:14][C:15]([Cl:17])=[CH:16][C:11]=1[Cl:10])[CH2:19][N:20]1[CH:24]=[CH:23][N:22]=[CH:21]1 |f:3.4|. Procedure: Following the procedure of Example 1b, reaction of 5-bromo-4-chloromethyl-2-methylthiazole and 1-(2,4-dichlorophenyl)-2-(1H-imidazol-1-yl)ethanol, yields the title compound, m.p. 247°-248° C. (absolute ethanol).